From a dataset of the Open Reaction Database (ORD), a public repository of structured organic reaction records. describe an organic reaction: reactants, conditions, products, and yield Starting materials: C1=C(C=CC2=CC=CC=C12)CCCC(=O)O (γ-(2-naphthyl)butyric acid). Run in CS(=O)(=O)O (methane-sulfonic acid). Product: C1CCC(C=2C3=CC=CC=C3C=CC12)=O (1,2,3,4-tetrahydro-4-phenanthrone). The yield is 73.8%. Reaction SMILES: [CH:1]1[C:10]2[C:5](=[CH:6][CH:7]=[CH:8][CH:9]=2)[CH:4]=[CH:3][C:2]=1[CH2:11][CH2:12][CH2:13][C:14]([OH:16])=O>CS(O)(=O)=O>[CH2:11]1[C:2]2[CH:3]=[CH:4][C:5]3[C:10](=[CH:9][CH:8]=[CH:7][CH:6]=3)[C:1]=2[C:14](=[O:16])[CH2:13][CH2:12]1. Reported procedure: To 300 ml of methane-sulfonic acid contained in a 1 liter, 3-neck flask equipped with thermometer, drying tube and magnetic stirring bar was added 82.0 g (0.38 mole) of γ-(2-naphthyl)butyric acid as prepared above and the reaction mixture was heated at 90°-95° C. for one hour with vigorous stirring. The yellow reaction mixture was cooled, poured on crushed ice and extracted with two 350 ml portions of ethyl acetate. The combined organic portions were washed with 5% aqueous sodium hydroxide, wate... The reactants are N(N)C=1C=C(C#N)C=CN1 (2-hydrazinylisonicotinonitrile), CN(/C=C/C(=O)OCC)C (ethyl (2E)-3-(dimethylamino)prop-2-enoate), CC(=O)O (AcOH). The solvent is CCO (EtOH). Product: C(#N)C1=CC(=NC=C1)NN/C=C/C(=O)OCC (ethyl (2E)-3-[2-(4-cyanopyridin-2-yl)hydrazinyl]prop-2-enoate). The yield is 34.6%. Reaction SMILES: [NH:1]([C:3]1[CH:4]=[C:5]([CH:8]=[CH:9][N:10]=1)[C:6]#[N:7])[NH2:2].CN(C)/[CH:13]=[CH:14]/[C:15]([O:17][CH2:18][CH3:19])=[O:16].CC(O)=O>CCO>[C:6]([C:5]1[CH:8]=[CH:9][N:10]=[C:3]([NH:1][NH:2]/[CH:13]=[CH:14]/[C:15]([O:17][CH2:18][CH3:19])=[O:16])[CH:4]=1)#[N:7]. Procedure: To a solution of 2-hydrazinylisonicotinonitrile (500 mg, 3.73 mmol, PREPARATION 2) and ethyl (2E)-3-(dimethylamino)prop-2-enoate (534 mg, 3.73 mmol) in 20 mL EtOH was added 4 mL AcOH, before the mixture was heated under reflux conditions overnight. The reaction mixture was cooled and concentrated to dryness. The residue was adjusted to pH >8 with sat'd. aq. NaHCO3 and extracted with EtOAc. The combined organic layers were washed with brine, dried, and concentrated to dryness. The residue was pur... Product: FC=1C=C(COP(=O)(OCC2=CC(=C(C=C2)OC)F)C2=CC=C(OC=3C=C(C(=O)O)C=C(C3)OC(C)C)C=C2)C=CC1OC (3-{4-[bis-(3-fluoro-4-methoxy-benzyloxy)-phosphoryl]-phenoxy}-5-isopropoxy-benzoic acid). Run in CCOC(=O)C (EtOAc), CN(C)C=O (DMF). Reaction SMILES: C[Si](C)(C)CC[O:5][C:6](=[O:48])[C:7]1[CH:12]=[C:11]([O:13][CH:14]([CH3:16])[CH3:15])[CH:10]=[C:9]([O:17][C:18]2[CH:23]=[CH:22][C:21]([P:24]([O:37][CH2:38][C:39]3[CH:44]=[CH:43][C:42]([O:45][CH3:46])=[C:41]([F:47])[CH:40]=3)([O:26][CH2:27][C:28]3[CH:33]=[CH:32][C:31]([O:34][CH3:35])=[C:30]([F:36])[CH:29]=3)=[O:25])=[CH:20][CH:19]=2)[CH:8]=1.[F-].C([N+](CCCC)(CCCC)CCCC)CCC>CN(C=O)C.CCOC(C)=O>[F:36][C:30]1[CH:29]=[C:28]([CH:33]=[CH:32][C:31]=1[O:34][CH3:35])[CH2:27][O:26][P:24]([C:21]1[CH:22]=[CH:23][C:18]([O:17][C:9]2[CH:8]=[C:7]([CH:12]=[C:11]([O:13][CH:14]([CH3:16])[CH3:15])[CH:10]=2)[C:6]([OH:48])=[O:5])=[CH:19][CH:20]=1)([O:37][CH2:38][C:39]1[CH:44]=[CH:43][C:42]([O:45][CH3:46])=[C:41]([F:47])[CH:40]=1)=[O:25] |f:1.2|. The reactants are C[Si](CCOC(C1=CC(=CC(=C1)OC(C)C)OC1=CC=C(C=C1)P(=O)(OCC1=CC(=C(C=C1)OC)F)OCC1=CC(=C(C=C1)OC)F)=O)(C)C (3-{-4-[bis-(3-fluoro-4-methoxy-benzyloxy)-phosphoryl]-phenoxy}-5-isopropoxy-benzoic acid 2-trimethylsilanyl-ethyl ester), [F-].C(CCC)[N+](CCCC)(CCCC)CCCC (tetrabutylammonium fluoride). Reaction conditions: time 16 hour. The yield is 100.0%. Procedure: To a solution of 3-{-4-[bis-(3-fluoro-4-methoxy-benzyloxy)-phosphoryl]-phenoxy}-5-isopropoxy-benzoic acid 2-trimethylsilanyl-ethyl ester (536 mg, 0.735 mmol) in DMF (10 mL) was added tetrabutylammonium fluoride (1.0 M solution in THF) (1.84 mL, 1.84 mmol). Stirred at rt for 16 h. The reaction mixture was diluted with EtOAc and washed with H2O (2×) and brine (2×). Dried with MgSO4 and evaporated solvent to provide 462 mg (100%) of 3-{4-[bis-(3-fluoro-4-methoxy-benzyloxy)-phosphoryl]-phenoxy}-5-is... Reactants: C(=O)O (formic acid), OO (hydrogen peroxide), ClC1=CC=C(C=C1)C1=CCCC1 (1-chloro-4-cyclopentenylbenzene). Reaction conditions: temperature 40 celsius. Product: ClC1=CC=C(C=C1)C1C(CCC1)=O (2-(4-chlorophenyl)cyclopentanone). Yield: 34.9%. RXN SMILES: [CH:1]([OH:3])=O.OO.[Cl:6][C:7]1[CH:12]=[CH:11][C:10]([C:13]2C[CH2:16][CH2:15][CH:14]=2)=[CH:9][CH:8]=1>>[Cl:6][C:7]1[CH:12]=[CH:11][C:10]([CH:13]2[CH2:14][CH2:15][CH2:16][C:1]2=[O:3])=[CH:9][CH:8]=1. Reported procedure: A mixture of formic acid (60 mL, 84 mmol) and hydrogen peroxide (15 mL, 84 mmol) was warmed at 40° C. for 10 min. The resulting solution was carefully added to 1-chloro-4-cyclopentenylbenzene (15 g, 84 mmol) under stirring. The two-phase system was initially stirred at room temperature. After a certain period of time, a spontaneous exothermic reaction took place, and the temperature rose to about 50° C. The reaction mixture was stirred at room temperature for 1 h. The LC/MS analysis of the react... Reagents/catalysts: C1=CC=C(C=C1)P([C-]2C=CC=C2)C3=CC=CC=C3.C1=CC=C(C=C1)P([C-]2C=CC=C2)C3=CC=CC=C3.Cl[Pd]Cl.[Fe+2] (PdCl2(dppf)2). Procedure details: A mixture of benzyl 4-((R)-2-((6-chloro-2-(2-(tetrahydro-2H-pyran-2-yl)ethylamino)nicotinamido)methyl)pyrrolidin-1-yl)-4-oxobutylcarbamate (62 mg, 0.101 mmol), 2-cyanophenyl boronic acid (23 mg, 0.156 mmol), PdCl2(dppf)2 (11 mg, 0.02 mmol), K2CO3(92 g, 0.667 mmol) and anhydrous DMF (1 mL) was stirred at 125° C. for 1 hr. The mixture was filtered through the silica gel pad and washed with EtOAc. The filtrate was concentrated to dryness and purified on RP-HPLC using a mixture of acetonitrile and H... Conditions: temperature 125 celsius, time 1 hour. Isolated yield 75.8%. RXN SMILES: Cl[C:2]1[CH:32]=[CH:31][C:5]([C:6]([NH:8][CH2:9][C@H:10]2[CH2:14][CH2:13][CH2:12][N:11]2[C:15](=[O:30])[CH2:16][CH2:17][CH2:18][NH:19][C:20](=[O:29])[O:21][CH2:22][C:23]2[CH:28]=[CH:27][CH:26]=[CH:25][CH:24]=2)=[O:7])=[C:4]([NH:33][CH2:34][CH2:35][CH:36]2[CH2:41][CH2:40][CH2:39][CH2:38][O:37]2)[N:3]=1.[C:42]([C:44]1[CH:49]=[CH:48][CH:47]=[CH:46][C:45]=1B(O)O)#[N:43].C([O-])([O-])=O.[K+].[K+]>C1C=CC(P(C2C=CC=CC=2)[C-]2C=CC=C2)=CC=1.C1C=CC(P(C2C=CC=CC=2)[C-]2C=CC=C2)=CC=1.Cl[Pd]Cl.[Fe+2].CN(C=O)C>[C:42]([C:44]1[CH:49]=[CH:48][CH:47]=[CH:46][C:45]=1[C:2]1[CH:32]=[CH:31][C:5]([C:6]([NH:8][CH2:9][C@H:10]2[CH2:14][CH2:13][CH2:12][N:11]2[C:15](=[O:30])[CH2:16][CH2:17][CH2:18][NH:19][C:20](=[O:29])[O:21][CH2:22][C:23]2[CH:28]=[CH:27][CH:26]=[CH:25][CH:24]=2)=[O:7])=[C:4]([NH:33][CH2:34][CH2:35][CH:36]2[CH2:41][CH2:40][CH2:39][CH2:38][O:37]2)[N:3]=1)#[N:43] |f:2.3.4,5.6.7.8|. The solvent is CN(C)C=O (DMF). Yields the product C(#N)C1=C(C=CC=C1)C1=NC(=C(C(=O)NC[C@@H]2N(CCC2)C(CCCNC(OCC2=CC=CC=C2)=O)=O)C=C1)NCCC1OCCCC1 (benzyl 4-((R)-2-((6-(2-cyanophenyl)-2-(2-(tetrahydro-2H-pyran-2-yl)ethylamino)nicotinamido)methyl)pyrrolidin-1-yl)-4-oxobutylcarbamate). Starting materials: ClC1=NC(=C(C(=O)NC[C@@H]2N(CCC2)C(CCCNC(OCC2=CC=CC=C2)=O)=O)C=C1)NCCC1OCCCC1 (benzyl 4-((R)-2-((6-chloro-2-(2-(tetrahydro-2H-pyran-2-yl)ethylamino)nicotinamido)methyl)pyrrolidin-1-yl)-4-oxobutylcarbamate), C(#N)C1=C(C=CC=C1)B(O)O (2-cyanophenyl boronic acid), C(=O)([O-])[O-].[K+].[K+] (K2CO3). Reactants: C(C)(C)N(C(C)C)CC (N,N-diisopropylethylamine), C1(=CC=CC=C1)P(=C(C(=O)OCC)C)(C1=CC=CC=C1)C1=CC=CC=C1 (ethyl 2-(triphenylphosphoranylidene)propionate), FC1=CC=C(C=C1)CC(=O)O ((4-fluoro-phenyl)-acetic acid), C(C(=O)Cl)(=O)Cl (oxalyl chloride). Run in C(C)(C)(C)OC (methyl tert-butyl ether), CCCCCCC (heptane), C(C)(C)(C)OC (methyl tert-butyl ether), CN(C)C=O (DMF). Conditions: time 20 minute. The product is C(C)OC(C(=C=CC1=CC=C(C=C1)F)C)=O (4-(4-Fluoro-phenyl)-2-methyl-buta-2,3-dienoic acid ethyl ester). Reaction SMILES: [F:1][C:2]1[CH:7]=[CH:6][C:5]([CH2:8][C:9](O)=O)=[CH:4][CH:3]=1.C(Cl)(=O)C(Cl)=O.C(N(CC)C(C)C)(C)C.C1(P(C2C=CC=CC=2)(C2C=CC=CC=2)=[C:34]([CH3:40])[C:35]([O:37][CH2:38][CH3:39])=[O:36])C=CC=CC=1>C(OC)(C)(C)C.CN(C=O)C.CCCCCCC>[CH2:38]([O:37][C:35](=[O:36])[C:34]([CH3:40])=[C:9]=[CH:8][C:5]1[CH:4]=[CH:3][C:2]([F:1])=[CH:7][CH:6]=1)[CH3:39]. Procedure: To a solution of (4-fluoro-phenyl)-acetic acid (22.33 g, 144.9 mmol) in 100 mL of methyl tert-butyl ether and 250 μL of DMF was added 13.02 mL (146.3 mmol) of oxalyl chloride at room temperature dropwise over 30 minutes. The resulting mixture was stirred at room temperature for an additional 20 minutes (HPLC indicated completed reaction), and then the entire solution was added dropwise over 1 hour to a solution of N,N-diisopropylethylamine (50.48 mL, 289.8 mmol) and ethyl 2-(triphenylphosphorany... The reactants are C(C)N1C(N(C(=C(C1=O)C1=C(C=NN1C1=CC=C(C#N)C=C1)C(C)(C)O)C)C1=CC(=CC=C1)C(F)(F)F)=O (4-(5-(3-ethyl-6-methyl-2,4-dioxo-1-(3-trifluoromethylphenyl)-1,2,3,4-tetrahydropyrimidin-5-yl)-4-(2-hydroxypropan-2-yl)-1H-pyrazol-1-yl)benzonitrile), [N-]=[N+]=[N-].[Na+] (sodium azide), FC(C(=O)O)(F)F (trifluoroacetic acid), O (water). Reagents/catalysts: [Zn] (zinc). The solvent is C(C)(=O)OCC (ethyl acetate), C(Cl)(Cl)Cl (chloroform), C(C)(=O)O (acetic acid), C(C)(=O)OCC (ethyl acetate). The product is NC(C)(C)C=1C=NN(C1C=1C(N(C(N(C1C)C1=CC(=CC=C1)C(F)(F)F)=O)CC)=O)C1=CC=C(C#N)C=C1 (4-(4-(2-aminopropane-2-yl)-5-(3-ethyl-6-methyl-2,4-dioxo-1-(3-trifluoromethylphenyl)-1,2,3,4-tetrahydropyrimidin-5-yl)-1H-pyrazol-1-yl)benzonitrile). The yield is 45.2%. As a reaction SMILES: [CH2:1]([N:3]1[C:8](=[O:9])[C:7]([C:10]2[N:14]([C:15]3[CH:22]=[CH:21][C:18]([C:19]#[N:20])=[CH:17][CH:16]=3)[N:13]=[CH:12][C:11]=2[C:23](O)([CH3:25])[CH3:24])=[C:6]([CH3:27])[N:5]([C:28]2[CH:33]=[CH:32][CH:31]=[C:30]([C:34]([F:37])([F:36])[F:35])[CH:29]=2)[C:4]1=[O:38])[CH3:2].[N-:39]=[N+]=[N-].[Na+].FC(F)(F)C(O)=O.O>C(Cl)(Cl)Cl.C(OCC)(=O)C.C(O)(=O)C.[Zn]>[NH2:39][C:23]([C:11]1[CH:12]=[N:13][N:14]([C:15]2[CH:22]=[CH:21][C:18]([C:19]#[N:20])=[CH:17][CH:16]=2)[C:10]=1[C:7]1[C:8](=[O:9])[N:3]([CH2:1][CH3:2])[C:4](=[O:38])[N:5]([C:28]2[CH:33]=[CH:32][CH:31]=[C:30]([C:34]([F:36])([F:37])[F:35])[CH:29]=2)[C:6]=1[CH3:27])([CH3:24])[CH3:25] |f:1.2|. Procedure: To a solution of 4-(5-(3-ethyl-6-methyl-2,4-dioxo-1-(3-trifluoromethylphenyl)-1,2,3,4-tetrahydropyrimidin-5-yl)-4-(2-hydroxypropan-2-yl)-1H-pyrazol-1-yl)benzonitrile (prepared in Example 288) (114.7 mg) in chloroform (1.0 ml) was added at room temperature sodium azide (28.4 mg) and trifluoroacetic acid (200 μl) and the resulting mixture was stirred at room temperature for sixteen hours. The reaction mixture was diluted with ethyl acetate (30 ml) and the organic layer was dried over anhydrous sod... Starting materials: CO (methanol), C[O-].[Na+] (sodium methylate), C1(=CC=CC=C1)CC(=O)N(CC(=O)OC)C(C1=CC=CC=C1)(C)C (methyl 2-(N-phenylacetyl-α,α-dimethylbenzylamino)acetate). Solvent: C(C)O (ethanol). Product: CC(C1=CC=CC=C1)(C)N1C(C(=C(C1)O)C1=CC=CC=C1)=O (1-(α,α-dimethylbenzyl)-4-hydroxy-3-phenyl-3-pyrrolin-2-one). The yield is 45.5%. Reaction SMILES: [C:1]1([CH2:7][C:8]([N:10]([C:16]([CH3:24])([CH3:23])[C:17]2[CH:22]=[CH:21][CH:20]=[CH:19][CH:18]=2)[CH2:11][C:12](OC)=[O:13])=[O:9])[CH:6]=[CH:5][CH:4]=[CH:3][CH:2]=1.CO.C[O-].[Na+]>C(O)C>[CH3:23][C:16]([N:10]1[CH2:11][C:12]([OH:13])=[C:7]([C:1]2[CH:6]=[CH:5][CH:4]=[CH:3][CH:2]=2)[C:8]1=[O:9])([CH3:24])[C:17]1[CH:22]=[CH:21][CH:20]=[CH:19][CH:18]=1 |f:2.3|. Reported procedure: 10 g (30 mmol) of methyl 2-(N-phenylacetyl-α,α-dimethylbenzylamino)acetate was dissolved in 100 ml of ethanol, and 17.4 g (90 mmol) of a methanol solution of 28% sodium methylate was added thereto. The mixture was refluxed under heating for 0.5 hour. The reaction solvent was distilled off under reduced pressure, and the residue was poured into ice water and acidified with 10% hydrochloric acid. Precipitated crude crystals were collected by filtration and recrystallized from ethanol to obtain 4.0... Solvent: ClCCl (dichloromethane). Procedure details: A solution of 2.05 g (S)-2-Methyl-piperazine-1,4-dicarboxylic acid 4-tert-butyl ester 1-ethyl ester in 15 ml dichloromethane was treated with 11.2 ml TFA and the resulting solution stirred for 12 h. The solvents were removed in vacuum and the crude hydrotrifluoroacetate transformed to the free amine by treatment with (Polystyrylmethyl)trimethylammonium bicarbonate in MeCN. Yield: 1.70 g. Reaction SMILES: [CH2:1]([O:3][C:4]([N:6]1[CH2:11][CH2:10][N:9](C(OC(C)(C)C)=O)[CH2:8][C@@H:7]1[CH3:19])=[O:5])[CH3:2].C(O)(C(F)(F)F)=O>ClCCl>[CH2:1]([O:3][C:4]([N:6]1[CH2:11][CH2:10][NH:9][CH2:8][C@@H:7]1[CH3:19])=[O:5])[CH3:2]. Reactants: C(C)OC(=O)N1[C@H](CN(CC1)C(=O)OC(C)(C)C)C ((S)-2-Methyl-piperazine-1,4-dicarboxylic acid 4-tert-butyl ester 1-ethyl ester), C(=O)(C(F)(F)F)O (TFA). Run at time 12 hour. Product: C(C)OC(=O)N1[C@H](CNCC1)C ((S)-2-Methyl-piperazine-1-carboxylic acid ethyl ester). Starting materials: Cl.N(C1=CC=CC=C1)C1=CC(=NC2=CC=C3C(=C12)NC=N3)C (9-Anilino-7-methyl-1H-imidazo[4,5-f]quinoline Hydrochloride), COC1=CC=C(CN)C=C1 (p-methoxy-benzylamine), pale yellow solid. The solvent is CN(C=O)C (dimethylformamide). The product is O.Cl.COC1=CC=C(CNC2=CC(=NC3=CC=C4C(=C23)NC=N4)C)C=C1 (9-[(p-Methoxybenzyl)amino]-7-methyl-1H-imidazo[4,5-f]quinoline Hydrochloride hydrate). As a reaction SMILES: [ClH:1].[NH:2]([C:9]1[C:18]2[C:13](=[CH:14][CH:15]=[C:16]3[N:21]=[CH:20][NH:19][C:17]3=2)[N:12]=[C:11]([CH3:22])[CH:10]=1)C1C=CC=CC=1.[CH3:23][O:24][C:25]1[CH:32]=[CH:31][C:28]([CH2:29]N)=[CH:27][CH:26]=1>CN(C)C=O>[OH2:24].[ClH:1].[CH3:23][O:24][C:25]1[CH:32]=[CH:31][C:28]([CH2:29][NH:2][C:9]2[C:18]3[C:13](=[CH:14][CH:15]=[C:16]4[N:21]=[CH:20][NH:19][C:17]4=3)[N:12]=[C:11]([CH3:22])[CH:10]=2)=[CH:27][CH:26]=1 |f:0.1,4.5.6|. Reported procedure: A stirred mixture of the compound of Example I, C. (22 g. 0.1 mole) and p-methoxy-benzylamine (14 g. 0.1 mole) in 200 ml. of dimethylformamide was refluxed for 6 hours. The reaction solution was stripped in vacuo to give 35 g. (98%) of pale yellow solid. Recrystallization from CH3OH/ether gave m.p. 250°-255°C.